From a dataset of the Open Reaction Database (ORD), a public repository of structured organic reaction records. describe an organic reaction: reactants, conditions, products, and yield Starting materials: Brc1ccccc1, C[Si](C)(C)[N-][Si](C)(C)C, Cc1ccccc1, CCOC(C)=O, [K+], c1ccc(P(c2ccccc2)c2ccc3ccccc3c2-c2c(P(c3ccccc3)c3ccccc3)ccc3ccccc23)cc1, CC(=O)c1cccs1. Product: O=C(Cc1ccccc1)c1cccs1. RXN SMILES: [Br:1][c:2]1[cH:3][cH:4][cH:5][cH:6][cH:7]1.[CH3:16][Si:17]([N-:18][Si:19]([CH3:20])([CH3:21])[CH3:22])([CH3:23])[CH3:24].[CH3:72][c:73]1[cH:74][cH:75][cH:76][cH:77][cH:78]1.[CH3:79][CH2:80][O:81][C:82](=[O:83])[CH3:84].[K+:25].[c:26]1([P:27]([c:28]2[cH:29][cH:30][cH:31][cH:32][cH:33]2)[c:34]2[cH:35][cH:36][c:37]3[c:38]([cH:39][cH:40][cH:41][cH:42]3)[c:43]2-[c:44]2[c:45]3[c:46]([cH:47][cH:48][cH:49][cH:50]3)[cH:51][cH:52][c:53]2[P:54]([c:55]2[cH:56][cH:57][cH:58][cH:59][cH:60]2)[c:61]2[cH:62][cH:63][cH:64][cH:65][cH:66]2)[cH:67][cH:68][cH:69][cH:70][cH:71]1.[s:8]1[c:9]([C:13]([CH3:14])=[O:15])[cH:10][cH:11][cH:12]1>>[c:2]1([CH2:14][C:13]([c:9]2[s:8][cH:12][cH:11][cH:10]2)=[O:15])[cH:3][cH:4][cH:5][cH:6][cH:7]1.